The task is: describe an organic reaction: reactants, conditions, products, and yield. This data is from the Open Reaction Database (ORD), a public repository of structured organic reaction records. Starting materials: Cc1ccccc1, COc1ccc(CN2CCc3nc(-c4ccc(Cl)cc4)sc3C2=O)cc1OC, Cc1ccc(S(=O)(=O)O)cc1. Product: O=C1NCCc2nc(-c3ccc(Cl)cc3)sc21. RXN SMILES: [CH3:40][c:41]1[cH:42][cH:43][cH:44][cH:45][cH:46]1.[Cl:1][c:2]1[cH:3][cH:4][c:5](-[c:8]2[s:9][c:10]3[c:15]([n:16]2)[CH2:14][CH2:13][N:12]([CH2:17][c:18]2[cH:19][cH:20][c:21]([O:22][CH3:23])[c:24]([O:25][CH3:26])[cH:27]2)[C:11]3=[O:28])[cH:6][cH:7]1.[c:29]1([CH3:30])[cH:31][cH:32][c:33]([S:34]([OH:35])(=[O:36])=[O:37])[cH:38][cH:39]1>>[Cl:1][c:2]1[cH:3][cH:4][c:5](-[c:8]2[s:9][c:10]3[c:15]([n:16]2)[CH2:14][CH2:13][NH:12][C:11]3=[O:28])[cH:6][cH:7]1. Starting materials: CC(=O)O, COC(=O)c1cccc(C=O)c1, CO, Nc1n[nH]c2ncnc(Nc3cccc(Cl)c3)c12. The product is COC(=O)c1cccc(CNc2n[nH]c3ncnc(Nc4cccc(Cl)c4)c23)c1. As a reaction SMILES: [CH3:19][C:20](=[O:21])[OH:22].[CH3:23][O:24][C:25]([c:26]1[cH:27][c:28]([CH:32]=[O:33])[cH:29][cH:30][cH:31]1)=[O:34].[CH3:35][OH:36].[NH2:1][c:2]1[n:3][nH:4][c:5]2[n:6][cH:7][n:8][c:9]([NH:11][c:12]3[cH:13][c:14]([Cl:18])[cH:15][cH:16][cH:17]3)[c:10]12>>[NH:1]([c:2]1[n:3][nH:4][c:5]2[n:6][cH:7][n:8][c:9]([NH:11][c:12]3[cH:13][c:14]([Cl:18])[cH:15][cH:16][cH:17]3)[c:10]12)[CH2:32][c:28]1[cH:27][c:26]([C:25]([O:24][CH3:23])=[O:34])[cH:31][cH:30][cH:29]1. Reaction conditions: time 2 hour. The solvent is O (water), O (water). Starting materials: C(C=1C(O)=CC=CC1)(=[Se])[SeH] (diselenosalicylic acid), Cl.N1=C(C=CC=C1)CCl (2-picolyl chloride hydrochloride), C(C)(=O)O (acetic acid), crude product, [OH-].[Na+] (sodium hydroxide), C([O-])([O-])=O.[Na+].[Na+] (sodium carbonate), S(=O)([O-])S(=O)[O-].[Na+].[Na+] (sodium dithionite), Cl (hydrochloric acid). Product: N1=C(C=CC=C1)C[Se]C1=C(C(=O)O)C=CC=C1 (2-(2-Picolylseleno)benzoic acid). Procedure details: To a stirred suspension of 10 g (0.025 mol) diselenosalicylic acid in 75 ml water is added 7.6 g (0.19 ml) sodium hydroxide, when the internal temperature rises slightly and the acid goes into solution. Then 20 g (0.189 mol) sodium carbonate and 11.6 g (0.067 mol) sodium dithionite are added with slight heating, followed by 2 h heating under reflux. After cooling to room temperature 9.8 g (0.06 mol) 2-picolyl chloride hydrochloride dissolved in 20 ml water are added dropwise and stirring is cont... Reaction SMILES: [C:1]([SeH])(=[Se:9])[C:2]1C(=C[CH:6]=[CH:7][CH:8]=1)O.[OH-].[Na+].C(=O)([O-])[O-].[Na+].[Na+].S(S([O-])=O)([O-])=O.[Na+].[Na+].Cl.[N:28]1[CH:33]=[CH:32][CH:31]=[CH:30][C:29]=1[CH2:34]Cl.Cl.[C:37]([OH:40])(=[O:39])[CH3:38]>O>[N:28]1[CH:33]=[CH:32][CH:31]=[CH:30][C:29]=1[CH2:34][Se:9][C:1]1[CH:2]=[CH:8][CH:7]=[CH:6][C:38]=1[C:37]([OH:40])=[O:39] |f:1.2,3.4.5,6.7.8,9.10|. Reactants: C1(=CC=CC=C1)O (phenol), BrCC(=O)C1=CC=C(C=C1)SC (2-bromo-1-(4-(methylthio)phenyl)ethanone), C(=O)([O-])[O-].[K+].[K+] (K2CO3). Solvent: CCCCCC.CCOC(=O)C (hexane EtOAc), CC(=O)C (acetone). Product: O(C1=CC=CC=C1)CC(=O)C1=CC=C(C=C1)SC (2-phenoxy-1-(4-(methylthio)phenyl)ethanone). As a reaction SMILES: [C:1]1([OH:7])[CH:6]=[CH:5][CH:4]=[CH:3][CH:2]=1.Br[CH2:9][C:10]([C:12]1[CH:17]=[CH:16][C:15]([S:18][CH3:19])=[CH:14][CH:13]=1)=[O:11].C([O-])([O-])=O.[K+].[K+]>CC(C)=O.CCCCCC.CCOC(C)=O>[O:7]([CH2:9][C:10]([C:12]1[CH:17]=[CH:16][C:15]([S:18][CH3:19])=[CH:14][CH:13]=1)=[O:11])[C:1]1[CH:6]=[CH:5][CH:4]=[CH:3][CH:2]=1 |f:2.3.4,6.7|. Reported procedure: To a solution of phenol (9.4 g) and 2-bromo-1-(4-(methylthio)phenyl)ethanone (12.5 g) in 500 mL of acetone was added K2CO3 (13.8 g). The mixture was refluxed for 12 h, then diluted with 500 mL of 1:1 hexane/EtOAc. The solid was removed by filtration and the filtrate was concentrated. The residue was dissolved in Et2O (500 mL), washed with 1N NaOH (100 ml) and dried over MgSO4. After filtration and concentration, the title compound (9 g) was collected by filtration and air dried. Reactants: CC(=CCC/C(=C/CC/C(=C/CN1C=2C=C(C=C(C2NC3=C(C=CC=C3O)C1=O)O)O)/C)/C)C (BU-4664L), C(C)(=O)OC(C)=O (acetic anhydride), CCOC(=O)C (EtOAc), O (water). Solvent: N1=CC=CC=C1 (pyridine). Run at time 1 hour. The product is CC(=O)CC(=O)CC(=O)O (triacetate). RXN SMILES: CC(C)=CCC/C(/C)=C/CC/C(/C)=C/CN1C(=O)C2C=CC=C(O)C=2N[C:19]2[C:18]([OH:30])=[CH:17][C:16]([OH:31])=CC1=2.C([O:38][C:39](=[O:41])[CH3:40])(=O)C.CCOC(C)=O.O>N1C=CC=CC=1>[CH3:19][C:18]([CH2:17][C:16]([CH2:40][C:39]([OH:38])=[O:41])=[O:31])=[O:30]. Procedure details: BU-4664L (20 rag) was stirred with acetic anhydride (1.0 ml) in anhydrous pyridine (1.5 ml) for 18 hours at room temperature. To the reaction mixture, EtOAc and water (20 ml each) were added and stirred for one hour. After washing with water (20 ml portions) twice, the organic layer was concentrated to give a yellow solid. The residue was purified by preparative TLC (SiO2, CH2Cl2 -MeOH 20:1) followed by Sephadex LH-20 chromatography using CH2Cl2 -MeOH (4:6) as a developing solvent to give triace...